This data is from the Open Reaction Database (ORD), a public repository of structured organic reaction records. The task is: describe an organic reaction: reactants, conditions, products, and yield Reaction conditions: time 14 hour. Procedure: A suspension of 36.6 g (140 mM) of 5-[N-(tert-butoxycarbonyl) amino]-2-fluoropyridine-4-carboxylic acid hydrated with 0.3 equivalents of water in 280 mL of dichloromethane was cooled in an ice bath then treated dropwise over 15 minutes with 140 mL of trifluoroacetic acid. The bath was removed, and the resultant mixture was stirred at room temperature for 14 hours, then concentrated. The yellow-orange solids were triturated in 125 mL of warm 1:1 diethyl ether:dichloromethane. After cooling, the y... The reactants are C(C)(C)(C)OC(=O)NC=1C(=CC(=NC1)F)C(=O)O (5-[N-(tert-butoxycarbonyl) amino]-2-fluoropyridine-4-carboxylic acid), O (water), FC(C(=O)O)(F)F (trifluoroacetic acid). RXN SMILES: C(OC([NH:8][C:9]1[C:10]([C:16]([OH:18])=[O:17])=[CH:11][C:12]([F:15])=[N:13][CH:14]=1)=O)(C)(C)C.O.FC(F)(F)C(O)=O>ClCCl>[NH2:8][C:9]1[C:10]([C:16]([OH:18])=[O:17])=[CH:11][C:12]([F:15])=[N:13][CH:14]=1. The yield is 86.5%. The product is NC=1C(=CC(=NC1)F)C(=O)O (5-Amino-2-fluoropyridine-4-carboxylic acid). The solvent is ClCCl (dichloromethane). Starting materials: O=C(O)c1ccc(OCc2ccccc2)cc1, CCN=C=NCCCN(C)C, CCN(C(C)C)C(C)C, CC(N)C(=O)N1CCN(C(=O)c2ccccc2C(F)(F)F)CC1, CN(C)C=O, O, On1nnc2ccccc21. The product is CC(NC(=O)c1ccc(OCc2ccccc2)cc1)C(=O)N1CCN(C(=O)c2ccccc2C(F)(F)F)CC1. As a reaction SMILES: [CH2:10]([c:11]1[cH:12][cH:13][cH:14][cH:15][cH:16]1)[O:17][c:18]1[cH:19][cH:20][c:21]([C:22](=[O:23])[OH:24])[cH:25][cH:26]1.[CH3:37][CH2:38][N:39]=[C:40]=[N:41][CH2:42][CH2:43][CH2:44][N:45]([CH3:46])[CH3:47].[CH:1]([N:2]([CH2:3][CH3:4])[CH:5]([CH3:6])[CH3:7])([CH3:8])[CH3:9].[NH2:48][CH:49]([C:50](=[O:51])[N:52]1[CH2:53][CH2:54][N:55]([C:58]([c:59]2[c:60]([C:65]([F:66])([F:67])[F:68])[cH:61][cH:62][cH:63][cH:64]2)=[O:69])[CH2:56][CH2:57]1)[CH3:70].[O:71]=[CH:72][N:73]([CH3:74])[CH3:75].[OH2:76].[OH:27][n:28]1[c:29]2[c:30]([cH:31][cH:32][cH:33][cH:34]2)[n:35][n:36]1>>[CH2:10]([c:11]1[cH:12][cH:13][cH:14][cH:15][cH:16]1)[O:17][c:18]1[cH:19][cH:20][c:21]([C:22](=[O:24])[NH:48][CH:49]([C:50](=[O:51])[N:52]2[CH2:53][CH2:54][N:55]([C:58]([c:59]3[c:60]([C:65]([F:66])([F:67])[F:68])[cH:61][cH:62][cH:63][cH:64]3)=[O:69])[CH2:56][CH2:57]2)[CH3:70])[cH:25][cH:26]1. Yields the product CN(CCCCCCNC(C=1C(O)=CC=CC1)=O)C (N-(6-dimethylaminohexyl)salicylamide). Solvent: O1CCCC1 (tetrahydrofuran), O1CCCC1 (tetrahydrofuran). Procedure details: A slurry of 18.02 g (110 mmol) of carsalam, 18.0 ml (15.84 g, 109 mmol) of 6-dimethylamino-1-hexanol, 29.12 g (111 mmol) of triphenylphosphine, and 150 ml of tetrahydrofuran was treated with a solution of 21.8 ml (22.39 g, 111 mmol) of disopropyl azodicarboxylate and 40 ml of tetrahydrofuran, added dropwise over 20 minutes, causing the temperature of the slurry to rise to about 67° C. The reaction mixture was allowed to cool back to about 25° C. and stir for about 20 hours. The solution was trea... As a reaction SMILES: [CH:1]1[CH:2]=[CH:3][C:4]2[O:12][C:10](=O)[NH:9][C:7](=[O:8])[C:5]=2[CH:6]=1.[CH3:13][N:14]([CH3:22])[CH2:15][CH2:16][CH2:17][CH2:18][CH2:19]CO.C1(P(C2C=CC=CC=2)C2C=CC=CC=2)C=CC=CC=1.N(C([O-])=O)=NC([O-])=O.[OH-].[Na+]>O1CCCC1>[CH3:13][N:14]([CH3:22])[CH2:15][CH2:16][CH2:17][CH2:18][CH2:19][CH2:10][NH:9][C:7](=[O:8])[C:5]1[C:4](=[CH:3][CH:2]=[CH:1][CH:6]=1)[OH:12] |f:4.5|. Yield: 47.4%. Conditions: temperature 25 celsius, time 20 hour. Starting materials: [OH-].[Na+] (sodium hydroxide), C=1C=CC2=C(C1)C(=O)NC(=O)O2 (carsalam), CN(CCCCCCO)C (6-dimethylamino-1-hexanol), C1(=CC=CC=C1)P(C1=CC=CC=C1)C1=CC=CC=C1 (triphenylphosphine), N(=NC(=O)[O-])C(=O)[O-] (azodicarboxylate). Reactants: ClC1=C(C=C2CC(C(C2=C1Cl)=O)(C)C1CCCC1)CC(=O)N ((6,7-dichloro-2-cyclopentyl-2,3-dihydro-2-methyl-1-oxo-1H-inden-5-yl)acetamide), [BH4-].[Na+] (sodium borohydride), ice water, [BH4-].[Na+] (sodium borohydride). The solvent is C(C)O (ethanol). Run at time 3 hour. Yields the product ClC1=C(C=C2CC(C(C2=C1Cl)O)(C)C1CCCC1)CC(=O)N ((6,7-dichloro-2-cyclopentyl-2,3-dihydro-1-hydroxy-2-methyl-1H-inden-5-yl)acetamide). RXN SMILES: [Cl:1][C:2]1[C:10]([Cl:11])=[C:9]2[C:5]([CH2:6][C:7]([CH:14]3[CH2:18][CH2:17][CH2:16][CH2:15]3)([CH3:13])[C:8]2=[O:12])=[CH:4][C:3]=1[CH2:19][C:20]([NH2:22])=[O:21].[BH4-].[Na+]>C(O)C>[Cl:1][C:2]1[C:10]([Cl:11])=[C:9]2[C:5]([CH2:6][C:7]([CH:14]3[CH2:18][CH2:17][CH2:16][CH2:15]3)([CH3:13])[CH:8]2[OH:12])=[CH:4][C:3]=1[CH2:19][C:20]([NH2:22])=[O:21] |f:1.2|. Procedure details: To a stirred solution of (6,7-dichloro-2-cyclopentyl-2,3-dihydro-2-methyl-1-oxo-1H-inden-5-yl)acetamide (6.8 g., 0.02 mole) in ethanol (100 ml) is added sodium borohydride (760 mg. 0.02 mole). After one hour another portion of sodium borohydride (760 mg, 0.021 mole) is added and stirring continued for 3 hours. The reaction mixture is poured into ice water and extracted with ethyl acetate. The ethyl acetate extract is washed with water and dried over magnesium sulfate. The ethyl acetate is evapor... Reactants: [Br-], CC[Mg+], CCOCC, CCOC(C)=O, N#CCc1ccccc1, [Na+], [OH-]. Product: NC1(Cc2ccccc2)CC1. As a reaction SMILES: [Br-:10].[CH2:11]([CH3:12])[Mg+:13].[CH3:16][CH2:17][O:18][CH2:19][CH3:20].[CH3:21][CH2:22][O:23][C:24](=[O:25])[CH3:26].[N:1]#[C:2][CH2:3][c:4]1[cH:5][cH:6][cH:7][cH:8][cH:9]1.[Na+:15].[OH-:14]>>[NH2:1][C:2]1([CH2:3][c:4]2[cH:5][cH:6][cH:7][cH:8][cH:9]2)[CH2:11][CH2:12]1. Reaction SMILES: [CH3:55][OH:56].[F:1][c:2]1[c:3]([CH2:9][S:10][c:11]2[n:12][c:13]([O:25][CH:26]3[CH2:27][O:28][CH:29]([c:32]4[cH:33][cH:34][cH:35][cH:36][cH:37]4)[O:30][CH2:31]3)[cH:14][c:15]([NH:17][S:18](=[O:19])(=[O:20])[N:21]3[CH2:22][CH2:23][CH2:24]3)[n:16]2)[cH:4][cH:5][cH:6][c:7]1[F:8].[c:38]1([CH3:39])[cH:40][cH:41][c:42]([S:43]([O-:44])(=[O:45])=[O:46])[cH:47][cH:48]1.[nH+:49]1[cH:50][cH:51][cH:52][cH:53][cH:54]1>>[F:1][c:2]1[c:3]([CH2:9][S:10][c:11]2[n:12][c:13]([O:25][CH:26]([CH2:27][OH:28])[CH2:31][OH:30])[cH:14][c:15]([NH:17][S:18](=[O:19])(=[O:20])[N:21]3[CH2:22][CH2:23][CH2:24]3)[n:16]2)[cH:4][cH:5][cH:6][c:7]1[F:8]. Starting materials: CO, O=S(=O)(Nc1cc(OC2COC(c3ccccc3)OC2)nc(SCc2cccc(F)c2F)n1)N1CCC1, Cc1ccc(S(=O)(=O)[O-])cc1, c1cc[nH+]cc1. The product is O=S(=O)(Nc1cc(OC(CO)CO)nc(SCc2cccc(F)c2F)n1)N1CCC1.